From a dataset of the Open Reaction Database (ORD), a public repository of structured organic reaction records. describe an organic reaction: reactants, conditions, products, and yield Starting materials: O[C@H](C)[C@@H]1[C@@H]2N(C(=C([C@@H]2C)OP(=O)(C2=CC=CC=C2)C2=CC=CC=C2)C(=O)OCC2=CC=C(C=C2)[N+](=O)[O-])C1=O (4-nitrobenzyl (1R,5R,6S)-6-[(1R)-1-hydroxyethyl]-1-methyl-2-diphenylphosphoryloxy-1-carbapen-2-em-3-carboxylate), C1(CCCCC1)C[C@@H]([C@H](CC(=O)N[C@@H]1CN(CC1)C(=O)[C@H]1N(C[C@H](C1)S)C(=O)OCC1=CC=C(C=C1)[N+](=O)[O-])O)NC(=O)OCC1=CC=C(C=C1)[N+](=O)[O-] ((2S,4S)-2-[(3S)-3-[(3S,4S)-5-cyclohexyl-3-hydroxy-4-(4-nitrobenzyloxycarbonyl)aminopentanoylamino]pyrrolidin-1-ylcarbonyl]-4-mercapto-1-(4-nitrobenzyloxycarbonyl)pyrrolidine). Yields the product O[C@H](C)[C@@H]1[C@@H]2N(C(=C([C@@H]2C)S[C@H]2C[C@H](N(C2)C(=O)OCC2=CC=C(C=C2)[N+](=O)[O-])C(=O)N2C[C@H](CC2)NC(C[C@@H]([C@H](CC2CCCCC2)NC(=O)OCC2=CC=C(C=C2)[N+](=O)[O-])O)=O)C(=O)OCC2=CC=C(C=C2)[N+](=O)[O-])C1=O (4-nitrobenzyl (1R,5S,6S)-6-[(1R)-1-hydroxyethyl]-2-[(2S,4S)-2-[(3S)-3-[(3S,4S)-5-cyclohexyl-3-hydroxy-4-(4-nitrobenzyloxycarbonyl)aminopentanoylamino]pyrrolidin-1-ylcarbonyl]-1-(4-nitrobenzyloxycarbonyl)pyrrolidin-4-ylthio]-1-methyl-1-carbapen-2-em-3-carboxylate). Isolated yield 72.6%. RXN SMILES: [OH:1][C@@H:2]([C@H:4]1[C:39](=[O:40])[N:6]2[C:7]([C:26]([O:28][CH2:29][C:30]3[CH:35]=[CH:34][C:33]([N+:36]([O-:38])=[O:37])=[CH:32][CH:31]=3)=[O:27])=[C:8](OP(C3C=CC=CC=3)(C3C=CC=CC=3)=O)[C@H:9]([CH3:10])[C@H:5]12)[CH3:3].[CH:41]1([CH2:47][C@H:48]([NH:81][C:82]([O:84][CH2:85][C:86]2[CH:91]=[CH:90][C:89]([N+:92]([O-:94])=[O:93])=[CH:88][CH:87]=2)=[O:83])[C@@H:49]([OH:80])[CH2:50][C:51]([NH:53][C@H:54]2[CH2:58][CH2:57][N:56]([C:59]([C@@H:61]3[CH2:65][C@H:64]([SH:66])[CH2:63][N:62]3[C:67]([O:69][CH2:70][C:71]3[CH:76]=[CH:75][C:74]([N+:77]([O-:79])=[O:78])=[CH:73][CH:72]=3)=[O:68])=[O:60])[CH2:55]2)=[O:52])[CH2:46][CH2:45][CH2:44][CH2:43][CH2:42]1>>[OH:1][C@@H:2]([C@H:4]1[C:39](=[O:40])[N:6]2[C:7]([C:26]([O:28][CH2:29][C:30]3[CH:31]=[CH:32][C:33]([N+:36]([O-:38])=[O:37])=[CH:34][CH:35]=3)=[O:27])=[C:8]([S:66][C@@H:64]3[CH2:63][N:62]([C:67]([O:69][CH2:70][C:71]4[CH:72]=[CH:73][C:74]([N+:77]([O-:79])=[O:78])=[CH:75][CH:76]=4)=[O:68])[C@H:61]([C:59]([N:56]4[CH2:57][CH2:58][C@H:54]([NH:53][C:51](=[O:52])[CH2:50][C@H:49]([OH:80])[C@@H:48]([NH:81][C:82]([O:84][CH2:85][C:86]5[CH:91]=[CH:90][C:89]([N+:92]([O-:94])=[O:93])=[CH:88][CH:87]=5)=[O:83])[CH2:47][CH:41]5[CH2:42][CH2:43][CH2:44][CH2:45][CH2:46]5)[CH2:55]4)=[O:60])[CH2:65]3)[C@H:9]([CH3:10])[C@H:5]12)[CH3:3]. Reported procedure: By using 4-nitrobenzyl (1R,5R,6S)-6-[(1R)-1-hydroxyethyl]-1-methyl-2-diphenylphosphoryloxy-1-carbapen-2-em-3-carboxylate (1.53 g) and (2S,4S)-2-[(3S)-3-[(3S,4S)-5-cyclohexyl-3-hydroxy-4-(4-nitrobenzyloxycarbonyl)aminopentanoylamino]pyrrolidin-1-ylcarbonyl]-4-mercapto-1-(4-nitrobenzyloxycarbonyl)pyrrolidine (2.00 g), reaction and purification were carried out in a similar manner to that described in Example 1-(1), whereby 4-nitrobenzyl (1R,5S,6S)-6-[(1R)-1-hydroxyethyl]-2-[(2S,4S)-2-[(3S)-3-[(3S,... Reactants: O=C(Cl)c1cc(F)c(Br)cc1Cl, Cc1cnc(N2CCNCC2)c(C)c1, Cl. Yields the product Cc1cnc(N2CCN(C(=O)c3cc(F)c(Br)cc3Cl)CC2)c(C)c1. As a reaction SMILES: [Br:1][c:2]1[cH:3][c:4]([Cl:12])[c:5]([C:6](=[O:7])[Cl:8])[cH:9][c:10]1[F:11].[CH3:14][c:15]1[c:16]([N:22]2[CH2:23][CH2:24][NH:25][CH2:26][CH2:27]2)[n:17][cH:18][c:19]([CH3:21])[cH:20]1.[ClH:13]>>[Br:1][c:2]1[cH:3][c:4]([Cl:12])[c:5]([C:6](=[O:7])[N:25]2[CH2:24][CH2:23][N:22]([c:16]3[c:15]([CH3:14])[cH:20][c:19]([CH3:21])[cH:18][n:17]3)[CH2:27][CH2:26]2)[cH:9][c:10]1[F:11]. Reactants: C(C)(=O)OC1=CC=C(C(=O)Cl)C=C1 (4-acetoxybenzoyl chloride), C(#N)C1=CC=C(C=C1)S (4-cyanothiophenol), N1=CC=CC=C1 (pyridine), 4-N,N-dimethylaminopyridine. Run in ClCCl (dichloromethane), ClCCl (dichloromethane). Run at temperature 5 celsius, time 8 hour. The product is C(C)(=O)OC1=CC=C(C(=O)SC2=CC=C(C=C2)C#N)C=C1 (S-(4-Cyanophenyl) 4-(acetoxy)thiobenzoate). Yield: 100.0%. RXN SMILES: [C:1]([O:4][C:5]1[CH:13]=[CH:12][C:8]([C:9](Cl)=[O:10])=[CH:7][CH:6]=1)(=[O:3])[CH3:2].[C:14]([C:16]1[CH:21]=[CH:20][C:19]([SH:22])=[CH:18][CH:17]=1)#[N:15].N1C=CC=CC=1>ClCCl>[C:1]([O:4][C:5]1[CH:13]=[CH:12][C:8]([C:9]([S:22][C:19]2[CH:20]=[CH:21][C:16]([C:14]#[N:15])=[CH:17][CH:18]=2)=[O:10])=[CH:7][CH:6]=1)(=[O:3])[CH3:2]. Reported procedure: A solution of 4-acetoxybenzoyl chloride (3.33 g) in dry dichloromethane (20 ml) was added over 10 minutes to a cool (5° C.), stirred solution of 4-cyanothiophenol (2.06 g), pyridine (1.45 ml) and 4-N,N-dimethylaminopyridine (25 mg) in dry dichloromethane (30 ml). The stirred solution was allowed to reach room temperature overnight and the organic solution was washed successively with aqueous 2M hydrochloric acid, a saturated sodium bicarbonate solution and water. Evaporation of the extracts, whi... The reactants are [H-].[Na+] (sodium hydride), C(C)(=O)OCC (ethyl acetate), ClC1=CC=C(C=C1)C(CO)(CCCC)CN1N=CN=C1 (2-(4-chlorophenyl)-2-[(1,2,4-triazol-1yl)methyl]hexan-1-ol), ClC1=NC=CC=N1 (2-chloropyrimidine). The solvent is CCOCC (ether). Yields the product ClC1=CC=C(C=C1)C(COC1=NC=CC=N1)(CCCC)CN1N=CN=C1 (2-[2-(4-chlorophenyl)-2-[(1,2,4-triazol-1-yl)methyl]hexyloxy]pyrimidine). Isolated yield 102.8%. Reaction SMILES: [H-].[Na+].[Cl:3][C:4]1[CH:9]=[CH:8][C:7]([C:10]([CH2:17][N:18]2[CH:22]=[N:21][CH:20]=[N:19]2)([CH2:13][CH2:14][CH2:15][CH3:16])[CH2:11][OH:12])=[CH:6][CH:5]=1.Cl[C:24]1[N:29]=[CH:28][CH:27]=[CH:26][N:25]=1.C(OCC)(=O)C>CCOCC>[Cl:3][C:4]1[CH:9]=[CH:8][C:7]([C:10]([CH2:17][N:18]2[CH:22]=[N:21][CH:20]=[N:19]2)([CH2:13][CH2:14][CH2:15][CH3:16])[CH2:11][O:12][C:24]2[N:29]=[CH:28][CH:27]=[CH:26][N:25]=2)=[CH:6][CH:5]=1 |f:0.1|. Procedure: To a flask was charged 0.15 g (0.0034 mole) of 60% sodium hydride, washed with 2×30 mL hexane, in 20 mL of tetrahydrofuran. While stirring at room temperature, 1.0 g (0.0034 mole) of 2-(4-chlorophenyl)-2-[(1,2,4-triazol-1yl)methyl]hexan-1-ol was added. The slurry was stirred at room temperature and 0.39 g of 2-chloropyrimidine (0.0034 mole) was added. The reaction was stirred overnight after which TLC using ethyl acetate indicated the reaction was complete. The product was isolated from ether af... The reactants are CCOC(=O)c1cc(-c2ccccc2)nn1C, CCO, Cl, [Na+], [OH-]. Product: Cn1nc(-c2ccccc2)cc1C(=O)O. As a reaction SMILES: [CH3:1][n:2]1[n:3][c:4](-[c:12]2[cH:13][cH:14][cH:15][cH:16][cH:17]2)[cH:5][c:6]1[C:7](=[O:8])[O:9][CH2:10][CH3:11].[CH3:21][CH2:22][OH:23].[ClH:20].[Na+:19].[OH-:18]>>[CH3:1][n:2]1[n:3][c:4](-[c:12]2[cH:13][cH:14][cH:15][cH:16][cH:17]2)[cH:5][c:6]1[C:7](=[O:8])[OH:9]. Reactants: C(C#CC)OC1=CC=C(C=C1)S(=O)(=O)N(C(C(=O)OC)C1=CC=C(C=C1)Cl)C (methyl 2-[{[4-(2-butynyloxy)phenyl]sulfonyl}(methyl)amino]-2-(4-chlorophenyl)acetate), [OH-].[Li+] (lithium hydroxide). Yields the product C(C#CC)OC1=CC=C(C=C1)S(=O)(=O)N(C(C(=O)O)C1=CC=C(C=C1)Cl)C (2-[{[4-(2-butynyloxy)phenyl]sulfonyl}(methyl)amino]-2-(4-chlorophenyl)acetic acid). Reaction SMILES: [CH2:1]([O:5][C:6]1[CH:11]=[CH:10][C:9]([S:12]([N:15]([CH3:28])[CH:16]([C:21]2[CH:26]=[CH:25][C:24]([Cl:27])=[CH:23][CH:22]=2)[C:17]([O:19]C)=[O:18])(=[O:14])=[O:13])=[CH:8][CH:7]=1)[C:2]#[C:3][CH3:4].[OH-].[Li+]>>[CH2:1]([O:5][C:6]1[CH:7]=[CH:8][C:9]([S:12]([N:15]([CH3:28])[CH:16]([C:21]2[CH:26]=[CH:25][C:24]([Cl:27])=[CH:23][CH:22]=2)[C:17]([OH:19])=[O:18])(=[O:13])=[O:14])=[CH:10][CH:11]=1)[C:2]#[C:3][CH3:4] |f:1.2|. Procedure: This ester was reacted with excess methanolic lithium hydroxide at room temperature, followed by evaporation of the methanol. The residue was dissolved in water and acidified with 2N hydrochloric acid to give 2-[{[4-(2-butynyloxy)phenyl]sulfonyl}(methyl)amino]-2-(4-chlorophenyl)acetic acid as colorless crystals, mp 170-172° C., Electrospray Mass Spec 406.4 (M−H)− The reactants are ClC1=CC=C(C=C1)C1=NN(C(N1CC(C(F)(F)F)O)=O)CC1=CC=C(C(=O)OC)C=C1 (Methyl 4-{[3-(4-chlorophenyl)-5-oxo-4-(3,3,3-trifluoro-2-hydroxypropyl)-4,5-dihydro-1H-1,2,4-triazol-1-yl]methyl}benzoate), O (water), [OH-].[Na+] (sodium hydroxide). Run in CO (methanol), C1CCOC1 (THF). Reaction conditions: temperature 80 celsius, time 1 hour. Product: ClC1=CC=C(C=C1)C1=NN(C(N1CC(C(F)(F)F)O)=O)CC1=CC=C(C(=O)O)C=C1 (4-{[3-(4-Chlorophenyl)-5-oxo-4-(3,3,3-trifluoro-2-hydroxypropyl)-4,5-dihydro-1H-1,2,4-triazol-1-yl]methyl}benzoic acid). As a reaction SMILES: [Cl:1][C:2]1[CH:7]=[CH:6][C:5]([C:8]2[N:12]([CH2:13][CH:14]([OH:19])[C:15]([F:18])([F:17])[F:16])[C:11](=[O:20])[N:10]([CH2:21][C:22]3[CH:31]=[CH:30][C:25]([C:26]([O:28]C)=[O:27])=[CH:24][CH:23]=3)[N:9]=2)=[CH:4][CH:3]=1.[OH-].[Na+].O>CO.C1COCC1>[Cl:1][C:2]1[CH:7]=[CH:6][C:5]([C:8]2[N:12]([CH2:13][CH:14]([OH:19])[C:15]([F:18])([F:17])[F:16])[C:11](=[O:20])[N:10]([CH2:21][C:22]3[CH:23]=[CH:24][C:25]([C:26]([OH:28])=[O:27])=[CH:30][CH:31]=3)[N:9]=2)=[CH:4][CH:3]=1 |f:1.2|. Procedure: An amount of 280 mg (0.61 mmol) of the compound from Example 24A was dissolved in 4 ml of a 1:1 mixture of methanol and THF and admixed with 0.61 ml of 2 N sodium hydroxide solution. It was stirred at 80° C. for 1 h. For working out, it was admixed with 5 ml of water and extracted with 5 ml of ethyl acetate. The aqueous phase was acidified to a pH of 1 using 1 N hydrochloric acid and extracted with twice 5 ml of ethyl acetate. The combined organic phases were dried over sodium sulphate and freed...